This data is from the Open Reaction Database (ORD), a public repository of structured organic reaction records. The task is: describe an organic reaction: reactants, conditions, products, and yield Reaction SMILES: [CH3:1][N:2]([CH3:10])[C:3](=[S:9])[S:4][CH2:5][C:6]([CH3:8])=[O:7].C=O.[C:13](=S)=S.CN(C)C(=S)[S-].C[NH2+]C>CO>[CH3:1][N:2]([CH3:10])[C:3](=[S:4])[SH:9].[C:6]([CH:5]=[CH2:13])(=[O:7])[CH3:8] |f:3.4,6.7|. The reactants are CN(C(SCC(=O)C)=S)C (acetonyl dimethyldithiocarbamate), C=O (formaldehyde), C(=S)=S (carbon disulfide), CN(C([S-])=S)C.C[NH2+]C (dimethylammonium dimethyldithiocarbamate). Reported procedure: A solution of acetonyl dimethyldithiocarbamate (3.6 grams, 0.020 mole), formaldehyde (1.6 grams of 37% aqueous solution, 0.020 mole), carbon disulfide (0.010 mole, 0.8 gram), and dimethylammonium dimethyldithiocarbamate (3.3 grams, 0.02 mole) in methanol (15 ml.) was stirred and heated at 39° C.-43° C. for 160 minutes. The reaction mixture was then cooled in ice and the precipitated product was filtered off, washed with cold methanol, and dried in air. The yield of product melting at 104° C.-106... Run in CO (methanol). Yields the product CN(C(S)=S)C.C(C)(=O)C=C (1-acetylethylene dimethyldithiocarbamate). Starting materials: [OH-].C(C)[N+](CC)(CC)CC (tetraethylammonium hydroxide), C(C)(=O)O (acetic acid). Product: C(C)(=O)[O-].C(C)[N+](CC)(CC)CC (tetraethylammonium acetate). RXN SMILES: [OH-].[CH2:2]([N+:4]([CH2:9][CH3:10])([CH2:7][CH3:8])[CH2:5][CH3:6])[CH3:3].[C:11]([OH:14])(=[O:13])[CH3:12]>>[C:11]([O-:14])(=[O:13])[CH3:12].[CH2:2]([N+:4]([CH2:9][CH3:10])([CH2:7][CH3:8])[CH2:5][CH3:6])[CH3:3] |f:0.1,3.4|. Procedure: Into an eggplant-shaped flask, an aqueous tetraethylammonium hydroxide solution (1 mol) was charged, and while it was cooled to maintain room temperature, acetic acid (1 mol) was added to obtain tetraethylammonium acetate. Then, ethylene glycol was added as a solvent so that it became a predetermined concentration, and by means of an evaporator, water was distilled off to obtain a solution comprising 50% of tetraethylammonium acetate and 50% of ethylene glycol. The reactants are IC(CC(CC(C(F)(F)F)(F)F)(F)F)(F)F (1-iodo-1,1,3,3,5,5,6,6,6-nonafluorohexane), [Cl-].[Li+] (lithium chloride). The solvent is CN(C=O)C (N,N-dimethylformamide). Run at temperature 125 celsius. The product is FC(=CC(CC(C(F)(F)F)(F)F)(F)F)F (1,1,3,3,5,5,6,6,6-nonafluoro-1-hexene). RXN SMILES: I[C:2]([F:16])([F:15])[CH2:3][C:4]([F:14])([F:13])[CH2:5][C:6]([F:12])([F:11])[C:7]([F:10])([F:9])[F:8].[Cl-].[Li+]>CN(C)C=O>[F:15][C:2]([F:16])=[CH:3][C:4]([F:13])([F:14])[CH2:5][C:6]([F:11])([F:12])[C:7]([F:8])([F:10])[F:9] |f:1.2|. Procedure: A round-bottomed flask was charged with a mixture of 1-iodo-1,1,3,3,5,5,6,6,6-nonafluorohexane [C2F5—CH2CF2—CH2CF2—I] (97 g, 0.26 mol) and lithium chloride (16 g, 0.376 mol) in anhydrous N,N-dimethylformamide (DMF, 120 ml) solvent. The mixture was vigorously stirred throughout the reaction. A vacuum was applied (210-220 mm Hg) and the mixture was then slowly heated up to 125° C. over a period of 1-2 hours. The volatile component which was distilled off during this heating period was collected in... Starting materials: CCOC(=O)CBr, CN(C)C=O, c1ccc(-c2nc[nH]c2-c2ccccc2)cc1. The product is CCOC(=O)Cn1cnc(-c2ccccc2)c1-c1ccccc1. Reaction SMILES: [Br:18][CH2:19][C:20](=[O:21])[O:22][CH2:23][CH3:24].[O:25]=[CH:26][N:27]([CH3:28])[CH3:29].[c:1]1(-[c:7]2[n:8][cH:9][nH:10][c:11]2-[c:12]2[cH:13][cH:14][cH:15][cH:16][cH:17]2)[cH:2][cH:3][cH:4][cH:5][cH:6]1>>[c:1]1(-[c:7]2[n:8][cH:9][n:10]([CH2:19][C:20](=[O:21])[O:22][CH2:23][CH3:24])[c:11]2-[c:12]2[cH:13][cH:14][cH:15][cH:16][cH:17]2)[cH:2][cH:3][cH:4][cH:5][cH:6]1.